This data is from the Open Reaction Database (ORD), a public repository of structured organic reaction records. The task is: describe an organic reaction: reactants, conditions, products, and yield The reactants are COC1=CC=C2C(=N1)NC=C2 (6-methoxy-1H-pyrrolo[2,3-b]pyridine), [OH-].[Na+] (sodium hydroxide), C1(=CC=CC=C1)S(=O)(=O)Cl (benzenesulfonyl chloride). The reagents and catalysts are [Br-].C(CCC)[N+](CCCC)(CCCC)CCCC (tetrabutylammonium bromide). Solvent: ClCCl (dichloromethane). Reaction conditions: time 12 hour. The product is C1(=CC=CC=C1)S(=O)(=O)N1C=CC=2C1=NC(=CC2)OC (1-benzenesulfonyl-6-methoxy-1H-pyrrolo[2,3-b]pyridine). The yield is 85.6%. Reaction SMILES: [CH3:1][O:2][C:3]1[N:8]=[C:7]2[NH:9][CH:10]=[CH:11][C:6]2=[CH:5][CH:4]=1.[OH-].[Na+].[C:14]1([S:20](Cl)(=[O:22])=[O:21])[CH:19]=[CH:18][CH:17]=[CH:16][CH:15]=1>[Br-].C([N+](CCCC)(CCCC)CCCC)CCC.ClCCl>[C:14]1([S:20]([N:9]2[C:7]3=[N:8][C:3]([O:2][CH3:1])=[CH:4][CH:5]=[C:6]3[CH:11]=[CH:10]2)(=[O:22])=[O:21])[CH:19]=[CH:18][CH:17]=[CH:16][CH:15]=1 |f:1.2,4.5|. Procedure: To a mixture of 6-methoxy-1H-pyrrolo[2,3-b]pyridine (1.2 g, 8.1 mmol), sodium hydroxide (0.97 g, 24.3 mmol) and tetrabutylammonium bromide (78.4 mg, 0.24 mmol) in dichloromethane (50 mL) at 0° C. was added benzenesulfonyl chloride (2.14 g, 12.15 mmol) dropwise. The resulting mixture was stirred for 12 h at room temperature. The mixture was washed with water (2×10 mL), dried over anhydrous sodium sulfate and concentrated in vacuo to give a residue which was purified by flash column chromatography... Reactants: N1CC(CC1)O (3-pyrrolidinol), N1C=NC=C1 (imidazole), S1C=CC2=C1C=C(C=C2)CCOCC(=O)O (2-(2-(1-benzothiophene-6-yl)ethoxy)acetic acid), S(=O)(Cl)Cl (thionyl chloride). The solvent is C(C)N(CC)CC (triethylamine), C(C)N(CC)CC (triethylamine), C(Cl)Cl (methylene chloride), O (water). Reaction conditions: temperature 5 celsius, time 1 hour. Product: S1C=CC2=C1C=C(C=C2)CCOCC(=O)N2CC(CC2)O (2-(2-(1-benzothiophene-6-yl)ethoxy)-1-(3-hydroxy-1-pyrrolidinyl)-1-ethanone). RXN SMILES: [S:1]1[C:5]2[CH:6]=[C:7]([CH2:10][CH2:11][O:12][CH2:13][C:14]([OH:16])=O)[CH:8]=[CH:9][C:4]=2[CH:3]=[CH:2]1.N1C=CN=C1.S(Cl)(Cl)=O.[NH:26]1[CH2:30][CH2:29][CH:28]([OH:31])[CH2:27]1>C(Cl)Cl.O.C(N(CC)CC)C>[S:1]1[C:5]2[CH:6]=[C:7]([CH2:10][CH2:11][O:12][CH2:13][C:14]([N:26]3[CH2:30][CH2:29][CH:28]([OH:31])[CH2:27]3)=[O:16])[CH:8]=[CH:9][C:4]=2[CH:3]=[CH:2]1. Procedure details: 0.74 g of 2-(2-(1-benzothiophene-6-yl)ethoxy)acetic acid was dissolved in 7.4 ml of methylene chloride. Thereafter, 1.36 ml of triethylamine and 0.22 g of imidazole were added to the obtained solution. Subsequently, the mixture was cooled to 5° C. Thereafter, 0.24 ml of thionyl chloride was added dropwise thereto, and the obtained mixture was stirred at the same above temperature for 1 hour. After the reaction mixture was cooled to −50° C., 0.45 ml of triethylamine and 0.32 ml of 3-pyrrolidinol ... Reactants: c1nc(N2CCNCC2)c(C2CC2)cc1C1CC1, COC(=O)c1ccc(N2CCOC2=O)cc1N1CCCS1(=O)=O. Product: O=C(c1ccc(N2CCOC2=O)cc1N1CCCS1(=O)=O)N1CCN(c2ncc(C3CC3)cc2C2CC2)CC1. RXN SMILES: [CH:24]1([c:27]2[c:28]([N:36]3[CH2:37][CH2:38][NH:39][CH2:40][CH2:41]3)[n:29][cH:30][c:31]([CH:33]3[CH2:34][CH2:35]3)[cH:32]2)[CH2:25][CH2:26]1.[O:1]=[S:2]1(=[O:23])[N:3]([c:7]2[c:8]([C:9]([O:11][CH3:10])=[O:12])[cH:13][cH:14][c:15]([N:17]3[C:18](=[O:22])[O:19][CH2:20][CH2:21]3)[cH:16]2)[CH2:4][CH2:5][CH2:6]1>>[O:1]=[S:2]1(=[O:23])[N:3]([c:7]2[c:8]([C:9](=[O:11])[N:39]3[CH2:38][CH2:37][N:36]([c:28]4[c:27]([CH:24]5[CH2:25][CH2:26]5)[cH:32][c:31]([CH:33]5[CH2:34][CH2:35]5)[cH:30][n:29]4)[CH2:41][CH2:40]3)[cH:13][cH:14][c:15]([N:17]3[C:18](=[O:22])[O:19][CH2:20][CH2:21]3)[cH:16]2)[CH2:4][CH2:5][CH2:6]1. Yields the product C(#N)C1=C(C=C(C=C1C)C=1CCN(CC1)C(=O)[C@H]1N(C[C@@H](C[C@@H]1C(=O)OC)O)C(=O)OC(C)(C)C)C (1-tert-butyl 3-methyl(2S,3S,5R)-2-[4-(4-cyano-3,5-dimethylphenyl)-3,6-dihydropyridin-1(2H)-yl]carbonyl-5-hydroxypiperidine-1,3-dicarboxylate). Starting materials: ClC=1C=C(C=NC1)O[C@H]1C[C@@H]([C@H](N(C1)C(=O)OC(C)(C)C)C(=O)N1CCC(=CC1)C1=CC(=C(C(=C1)C)C#N)C)C(=O)OC (1-tert-butyl 3-methyl(2S,3S,5S)-5-[(5-chloropyridin-3-yl)oxy]-2-[4-(4-cyano-3,5-dimethylphenyl)-3,6-dihydropyridin-1 (2H)-yl]carbonylpiperidine-1,3-dicarboxylate), NO (hydroxylamine). Procedure details: Part 7. 1-tert-butyl 3-methyl(2S,3S,5S)-5-[(5-chloropyridin-3-yl)oxy]-2-[4-(4-cyano-3,5-dimethylphenyl)-3,6-dihydropyridin-1 (2H)-yl]carbonylpiperidine-1,3-dicarboxylate was treated with hydroxylamine solution in methanol, using procedures analogous to those for example 152, to provide the titled product. ESI MS: (M+H) 510.1. Solvent: CO (methanol). As a reaction SMILES: ClC1C=C([O:8][C@@H:9]2[CH2:14][N:13]([C:15]([O:17][C:18]([CH3:21])([CH3:20])[CH3:19])=[O:16])[C@H:12]([C:22]([N:24]3[CH2:29][CH:28]=[C:27]([C:30]4[CH:35]=[C:34]([CH3:36])[C:33]([C:37]#[N:38])=[C:32]([CH3:39])[CH:31]=4)[CH2:26][CH2:25]3)=[O:23])[C@@H:11]([C:40]([O:42][CH3:43])=[O:41])[CH2:10]2)C=NC=1.NO>CO>[C:37]([C:33]1[C:34]([CH3:36])=[CH:35][C:30]([C:27]2[CH2:28][CH2:29][N:24]([C:22]([C@@H:12]3[C@@H:11]([C:40]([O:42][CH3:43])=[O:41])[CH2:10][C@@H:9]([OH:8])[CH2:14][N:13]3[C:15]([O:17][C:18]([CH3:20])([CH3:19])[CH3:21])=[O:16])=[O:23])[CH2:25][CH:26]=2)=[CH:31][C:32]=1[CH3:39])#[N:38]. Reactants: O=C([O-])[O-], CC(O)(c1ccc(N2CCN(S(=O)(=O)c3cccs3)CC2COS(C)(=O)=O)cc1)C(F)(F)F, Cl, [K+], [K+], OCC1COCCN1. Yields the product CC(O)(c1ccc(N2CCN(S(=O)(=O)c3cccs3)CC2CN2CCOCC2CO)cc1)C(F)(F)F. RXN SMILES: [C:43](=[O:44])([O-:45])[O-:46].[CH3:1][S:2]([O:3][CH2:6][CH:7]1[N:8]([c:21]2[cH:22][cH:23][c:24]([C:27]([C:28]([F:29])([F:30])[F:31])([CH3:32])[OH:33])[cH:25][cH:26]2)[CH2:9][CH2:10][N:11]([S:13](=[O:14])(=[O:15])[c:16]2[s:17][cH:18][cH:19][cH:20]2)[CH2:12]1)(=[O:4])=[O:5].[ClH:34].[K+:47].[K+:48].[O:35]1[CH2:36][CH:37]([CH2:41][OH:42])[NH:38][CH2:39][CH2:40]1>>[CH2:6]([CH:7]1[N:8]([c:21]2[cH:22][cH:23][c:24]([C:27]([C:28]([F:29])([F:30])[F:31])([CH3:32])[OH:33])[cH:25][cH:26]2)[CH2:9][CH2:10][N:11]([S:13](=[O:14])(=[O:15])[c:16]2[s:17][cH:18][cH:19][cH:20]2)[CH2:12]1)[N:38]1[CH:37]([CH2:41][OH:42])[CH2:36][O:35][CH2:40][CH2:39]1. Reaction SMILES: [CH3:30][CH2:31][OH:32].[ClH:29].[Na+:28].[O:1]1[c:2]2[c:3]([cH:7][c:8](-[n:11]3[c:12](=[O:26])[c:13]([C:21](=[O:22])[O:23][CH2:24][CH3:25])[n:14][c:15]4[cH:16][cH:17][cH:18][cH:19][c:20]34)[cH:9][cH:10]2)[O:4][CH2:5][CH2:6]1.[OH-:27]>>[O:1]1[c:2]2[c:3]([cH:7][c:8](-[n:11]3[c:12](=[O:26])[c:13]([C:21](=[O:22])[OH:23])[n:14][c:15]4[cH:16][cH:17][cH:18][cH:19][c:20]34)[cH:9][cH:10]2)[O:4][CH2:5][CH2:6]1. The product is O=C(O)c1nc2ccccc2n(-c2ccc3c(c2)OCCO3)c1=O. The reactants are CCO, Cl, [Na+], CCOC(=O)c1nc2ccccc2n(-c2ccc3c(c2)OCCO3)c1=O, [OH-]. The reactants are CCCCCC.C(C)(=O)OCC (hexane ethyl acetate), C(C1=CC=CC=C1)ON1[C@@H]2CC[C@H](N(C1=O)C2)C(=O)ON2C(CCC2=O)=O ((2S,5R)-2,5-dioxopyrrolidin-1-yl 6-(benzyloxy)-7-oxo-1,6-diazabicyclo[3.2.1]octane-2-carboxylate), O (water), N (ammonia). Run in ClCCl (dichloromethane). Reaction conditions: temperature 0 celsius, time 1 hour. The product is C(C1=CC=CC=C1)ON1[C@@H]2CC[C@H](N(C1=O)C2)C(=O)N ((2S,5R)-6-(benzyloxy)-7-oxo-1,6-diazabicyclo[3.2.1]octane-2-carboxamide). RXN SMILES: [CH2:1]([O:8][N:9]1[C:15](=[O:16])[N:14]2[CH2:17][C@H:10]1[CH2:11][CH2:12][C@H:13]2[C:18]([O:20]N1C(=O)CCC1=O)=O)[C:2]1[CH:7]=[CH:6][CH:5]=[CH:4][CH:3]=1.[NH3:28].O.CCCCCC.C(OCC)(=O)C>ClCCl>[CH2:1]([O:8][N:9]1[C:15](=[O:16])[N:14]2[CH2:17][C@H:10]1[CH2:11][CH2:12][C@H:13]2[C:18]([NH2:28])=[O:20])[C:2]1[CH:3]=[CH:4][CH:5]=[CH:6][CH:7]=1 |f:3.4|. Reported procedure: 60 mg of (2S,5R)-2,5-dioxopyrrolidin-1-yl 6-(benzyloxy)-7-oxo-1,6-diazabicyclo[3.2.1]octane-2-carboxylate was dissolved in dehydrated dichloromethane (0.8 mL), followed by cooling to 0° C. 0.12 mL of concentrated aqueous ammonia was added to the reaction solution, followed by stirring at room temperature for 1 hour. Subsequently, water (10 mL) was added and the organic layer was fractionated, followed by sequential washing with water and saturated brine and drying over anhydrous magnesium sulfat... Starting materials: CS(=O)(=O)O, Cc1ccccc1, O=C(Cl)Cl, Nc1ccccc1C(=O)Nc1ccc(Cl)cn1, ClCCl, c1ccc2ncccc2c1, OC1CCN(c2ccncc2)C1. Yields the product Cl, O=C(Nc1ccccc1C(=O)Nc1ccc(Cl)cn1)OC1CCN(c2ccncc2)C1. RXN SMILES: [CH3:13][S:14](=[O:15])(=[O:16])[OH:17].[CH3:52][c:53]1[cH:54][cH:55][cH:56][cH:57][cH:58]1.[Cl:28][C:29]([Cl:30])=[O:31].[Cl:32][c:33]1[cH:34][cH:35][c:36]([NH:39][C:40]([c:41]2[c:42]([NH2:47])[cH:43][cH:44][cH:45][cH:46]2)=[O:48])[n:37][cH:38]1.[Cl:49][CH2:50][Cl:51].[cH:18]1[cH:19][c:20]2[c:21]([n:22][cH:23][cH:24][cH:25]2)[cH:26][cH:27]1.[n:1]1[cH:2][cH:3][c:4]([N:7]2[CH2:8][CH:9]([OH:12])[CH2:10][CH2:11]2)[cH:5][cH:6]1>>[ClH:28].[n:1]1[cH:2][cH:3][c:4]([N:7]2[CH2:8][CH:9]([O:12][C:29](=[O:31])[NH:47][c:42]3[c:41]([C:40]([NH:39][c:36]4[cH:35][cH:34][c:33]([Cl:32])[cH:38][n:37]4)=[O:48])[cH:46][cH:45][cH:44][cH:43]3)[CH2:10][CH2:11]2)[cH:5][cH:6]1.